This data is from the Open Reaction Database (ORD), a public repository of structured organic reaction records. The task is: describe an organic reaction: reactants, conditions, products, and yield Starting materials: FC=1C=CC(=C(C(=O)C2=CC=CC=C2)C1)N1C(=NN=C1CN1C(C=2C(C1=O)=CC=CC2)=O)CCN(C)C (5-fluoro-2-[3-[2-(dimethylamino)ethyl]-5-(phthalimidomethyl)-4H-1,2,4-triazol-4-yl]benzophenone), O.NN (hydrazine hydrate). Solvent: C(C)O (ethanol). The product is CN(CCC1=NN=C2N1C1=C(C(=NC2)C2=CC=CC=C2)C=C(C=C1)F)C (1-[2-(dimethylamino)ethyl]-8-fluoro-6-phenyl-4H-s-triazolo[4,3-a][1,4]benzodiazepine). Reaction SMILES: [F:1][C:2]1[CH:3]=[CH:4][C:5]([N:16]2[C:20]([CH2:21][N:22]3[C:26](=O)[C:25]4=[CH:28][CH:29]=[CH:30][CH:31]=[C:24]4C3=O)=[N:19][N:18]=[C:17]2[CH2:33][CH2:34][N:35]([CH3:37])[CH3:36])=[C:6]([CH:15]=1)C(C1C=CC=CC=1)=O.O.NN>C(O)C>[CH3:36][N:35]([CH3:37])[CH2:34][CH2:33][C:17]1[N:16]2[C:5]3[CH:6]=[CH:15][C:2]([F:1])=[CH:3][C:4]=3[C:26]([C:25]3[CH:24]=[CH:31][CH:30]=[CH:29][CH:28]=3)=[N:22][CH2:21][C:20]2=[N:19][N:18]=1 |f:1.2|. Reported procedure: In the manner given in Example 1C, 5-fluoro-2-[3-[2-(dimethylamino)ethyl]-5-(phthalimidomethyl)-4H-1,2,4-triazol-4-yl]benzophenone in ethanol is refluxed with hydrazine hydrate to give 1-[2-(dimethylamino)ethyl]-8-fluoro-6-phenyl-4H-s-triazolo[4,3-a][1,4]benzodiazepine. This compound is converted to its hydrobromide by treating it with hydrogen bromide gas in ether.